Dataset: the Open Reaction Database (ORD), a public repository of structured organic reaction records. Task: describe an organic reaction: reactants, conditions, products, and yield Starting materials: COC(C(CC1(CCCC1)C)NC(=O)OCC1=CC=CC=C1)=O (2-Benzyloxycarbonylamino-3-(1-methylcyclopentyl)propionic acid methyl ester). The solvent is C(C)#N (acetonitrile), C(=O)(O)[O-].[Na+] (NaHCO3). Run at time 8 hour. The product is COC([C@@H](CC1(CCCC1)C)NC(=O)OCC1=CC=CC=C1)=O ((R)-2-benzyloxycarbonylamino-3-(1-methylcyclopentyl)propionic acid methyl ester). Isolated yield 25.0%. Reaction SMILES: [CH3:1][O:2][C:3](=[O:23])[CH:4]([NH:12][C:13]([O:15][CH2:16][C:17]1[CH:22]=[CH:21][CH:20]=[CH:19][CH:18]=1)=[O:14])[CH2:5][C:6]1([CH3:11])[CH2:10][CH2:9][CH2:8][CH2:7]1>C(#N)C.C([O-])(O)=O.[Na+]>[CH3:1][O:2][C:3](=[O:23])[C@H:4]([NH:12][C:13]([O:15][CH2:16][C:17]1[CH:18]=[CH:19][CH:20]=[CH:21][CH:22]=1)=[O:14])[CH2:5][C:6]1([CH3:11])[CH2:7][CH2:8][CH2:9][CH2:10]1 |f:2.3|. Procedure: 2-Benzyloxycarbonylamino-3-(1-methylcyclopentyl)propionic acid methyl ester (7.6 g, 23.8 mmol) was dissolved in a mixture of acetonitrile (82 ml) and 0.2 M aqueous NaHCO3 (158 ml) and Alcalase 2.4 L (1.1 ml) was added and the reaction mixture was stirred vigorously for 8 h. The reaction mixture was then evaporated at 30° C. to remove acetonitrile, and the aqueous residue was washed with ether. The ethereal layer was concentrated to yield (R)-2-benzyloxycarbonylamino-3-(1-methylcyclopentyl)propio...